Dataset: the Open Reaction Database (ORD), a public repository of structured organic reaction records. Task: describe an organic reaction: reactants, conditions, products, and yield Starting materials: NC1=C2C(=NC=C1C(C1=CC=CC=C1)=O)N(N=C2C)CC=2OC=CC2 (4-amino-5-benzoyl-3-methyl-1-(2-furanylmethyl)-1H-pyrazolo[3,4-b]pyridine), S(O)(O)(=O)=O (sulfuric acid). Yields the product NC1=C2C(=NC=C1C(C1=CC=CC=C1)=O)NN=C2C (4-amino-5-benzoyl-3-methyl-1H-pyrazolo[3,4-b]pyridine). As a reaction SMILES: [NH2:1][C:2]1[C:7]([C:8](=[O:15])[C:9]2[CH:14]=[CH:13][CH:12]=[CH:11][CH:10]=2)=[CH:6][N:5]=[C:4]2[N:16](CC3OC=CC=3)[N:17]=[C:18]([CH3:19])[C:3]=12.S(=O)(=O)(O)O>>[NH2:1][C:2]1[C:7]([C:8](=[O:15])[C:9]2[CH:14]=[CH:13][CH:12]=[CH:11][CH:10]=2)=[CH:6][N:5]=[C:4]2[NH:16][N:17]=[C:18]([CH3:19])[C:3]=12. Procedure details: 4-amino-5-benzoyl-3-methyl-1-(2-furanylmethyl)-1H-pyrazolo[3,4-b]pyridine is treated with concentrated sulfuric acid according to the procedure of Example 4 b to obtain 4-amino-5-benzoyl-3-methyl-1H-pyrazolo[3,4-b]pyridine. Starting materials: [OH-].[Na+] (NaOH), N1C=CC2=CC=CC(=C12)C=O (1H-indole-7-carbaldehyde), NO (hydroxylamine). Run in CCO (EtOH), O (water). Yields the product N1C=CC2=CC=CC(=C12)\C=N/O ((Z)-1H-indole-7-carbaldehyde oxime). The yield is 80.0%. As a reaction SMILES: [NH:1]1[C:9]2[C:4](=[CH:5][CH:6]=[CH:7][C:8]=2[CH:10]=O)[CH:3]=[CH:2]1.[NH2:12][OH:13].[OH-].[Na+]>CCO.O>[NH:1]1[C:9]2[C:4](=[CH:5][CH:6]=[CH:7][C:8]=2/[CH:10]=[N:12]\[OH:13])[CH:3]=[CH:2]1 |f:2.3|. Procedure: 1H-indole-7-carbaldehyde (1 g, 6.9 mmol) in EtOH (30 mL), hydroxylamine (527 mg, 7.6 mmol) in water (10 mL) was added followed by 50% NaOH (1.38 g in 1.38 mL water) was added. After refluxing for 2 h, ethanol was removed under reduced pressure. Resultant slurry was extracted with ethylacetate. Organic layer was washed with water, brine and dried. Crude residue was column chromatographed on a silica gel eluting with (30% EtOAc/hexanes) to afford (Z)-1H-indole-7-carbaldehyde oxime in 80% yield. The reactants are NCCC[Si](OC)(OC)OC (3-aminopropyl-trimethoxysilane), C(C)OC(\C=C/C(=O)OCC)=O (maleic acid diethyl ester), amine. Yields the product C(C)OC([C@@H](NCCC[Si](OC)(OC)OC)CC(=O)OCC)=O (N-(3-Trimethoxysilylpropyl)-aspartic acid diethyl ester). Reaction SMILES: [NH2:1][CH2:2][CH2:3][CH2:4][Si:5]([O:10][CH3:11])([O:8][CH3:9])[O:6][CH3:7].[CH2:12]([O:14][C:15](=[O:23])/[CH:16]=[CH:17]\[C:18]([O:20][CH2:21][CH3:22])=[O:19])[CH3:13]>>[CH2:12]([O:14][C:15](=[O:23])[C@H:16]([CH2:17][C:18]([O:20][CH2:21][CH3:22])=[O:19])[NH:1][CH2:2][CH2:3][CH2:4][Si:5]([O:10][CH3:11])([O:6][CH3:7])[O:8][CH3:9])[CH3:13]. Procedure details: 179.0 g (1.0 mol) of 3-aminopropyl-trimethoxysilane and 172.0 g (1.0 mol) of maleic acid diethyl ester were reacted by the same procedure used Example 1. A clear, colorless product having a viscosity of about 30 mPa.s (23° C.) was obtained. The amine equivalent weight determined by base titration was about 359 g (theory: 351 g). Starting materials: CC(C)(C)O, CC(C)(C)[O-], Cc1cc(C)c(NC(=O)CCCCCl)c(Cl)c1, [I-], [K+], [Na+]. Yields the product Cc1cc(C)c(N2CCCCC2=O)c(Cl)c1. RXN SMILES: [C:26]([OH:27])([CH3:28])([CH3:29])[CH3:30].[CH3:18][C:19]([CH3:20])([O-:21])[CH3:22].[Cl:1][c:2]1[c:3]([NH:10][C:11]([CH2:12][CH2:13][CH2:14][CH2:15][Cl:16])=[O:17])[c:4]([CH3:9])[cH:5][c:6]([CH3:8])[cH:7]1.[I-:25].[K+:23].[Na+:24]>>[Cl:1][c:2]1[c:3]([N:10]2[C:11](=[O:17])[CH2:12][CH2:13][CH2:14][CH2:15]2)[c:4]([CH3:9])[cH:5][c:6]([CH3:8])[cH:7]1. Reactants: lactone, ketone, COC(=O)C1C2C(OC(CC1)(C2)C2(OCCO2)C)=O (2-Methoxycarbonyl-5-(2-methyldioxolan-2-yl)-6-oxa-bicyclo[3,2,1]octan-7-one), COC1=CC(=C(C2=CC=CC=C12)OC)Br (1,4-dimethoxy-3-bromo-naphthalene), C(CCC)[Li] (n-butyllithium). Solvent: O1CCCC1 (tetrahydrofuran), O1CCCC1 (tetrahydrofuran). Yields the product COC1=CC(=C(C2=CC=CC=C12)OC)C(=O)C1C2C(OC(CC1)(C2)C2(OCCO2)C)=O (2-(1,4-Dimethoxy-3-naphthylcarbonyl)-5-(2-methyl-dioxolan-2-yl)-6-oxa-bicyclo[3,2,1]octan-7-one). Yield: 65.0%. Reaction SMILES: [CH3:1][O:2][C:3]1[C:12]2[C:7](=[CH:8][CH:9]=[CH:10][CH:11]=2)[C:6]([O:13][CH3:14])=[C:5](Br)[CH:4]=1.C([Li])CCC.C[O:22][C:23]([CH:25]1[CH2:31][CH2:30][C:29]2([C:33]3([CH3:38])[O:37][CH2:36][CH2:35][O:34]3)[CH2:32][CH:26]1[C:27](=[O:39])[O:28]2)=O>O1CCCC1>[CH3:1][O:2][C:3]1[C:12]2[C:7](=[CH:8][CH:9]=[CH:10][CH:11]=2)[C:6]([O:13][CH3:14])=[C:5]([C:23]([CH:25]2[CH2:31][CH2:30][C:29]3([C:33]4([CH3:38])[O:37][CH2:36][CH2:35][O:34]4)[CH2:32][CH:26]2[C:27](=[O:39])[O:28]3)=[O:22])[CH:4]=1. Reported procedure: Following the method described in Example 4, a solution of 3.2 g of 1,4-dimethoxy-3-bromo-naphthalene in anhydrous tetrahydrofuran was treated at -78° C. with n-butyllithium and then added to a solution in anhydrous tetrahydrofuran of 2.7 g of the compound prepared in Example 3. After silica gel column purification 2.8 g of the title compound was obtained (65% yield) m/z 426 (M+.): IR (film): 1780 cm-1 (C=O, five membered ring lactone), 1670 cm-1 (C=O, benzylic ketone); PMR (CDCl3): inter alia: ... Starting materials: O=C([O-])O, Cc1ccc(OC2(S(=O)(=O)c3ccccc3)CC2)cn1, CO, [Na+], [Na+], [Na+], [Na+], [Na], [O-]P([O-])[O-]. The product is Cc1ccc(OC2CC2)cn1. RXN SMILES: [C:29](=[O:30])([O-:31])[OH:32].[CH3:1][c:2]1[n:3][cH:4][c:5]([O:8][C:9]2([S:12]([c:13]3[cH:14][cH:15][cH:16][cH:17][cH:18]3)(=[O:19])=[O:20])[CH2:10][CH2:11]2)[cH:6][cH:7]1.[CH3:34][OH:35].[Na+:25].[Na+:26].[Na+:27].[Na+:33].[Na:28].[P:21]([O-:22])([O-:23])[O-:24]>>[CH3:1][c:2]1[n:3][cH:4][c:5]([O:8][CH:9]2[CH2:10][CH2:11]2)[cH:6][cH:7]1. Procedure details: A solution of 4-phenylpyridine-1-oxide (2.00 g, 0.012 mol) in acetic anhydride (6 mL) was heated at reflux for 48 hours. The reaction mixture was cooled to ambient temperature, diluted with ethyl acetate (80 mL) and washed with saturated aqueous sodium bicarbonate (2×15 mL) and brine (15 mL). The organic layer was dried over anhydrous sodium sulfate, filtered and concentrated in vacuo. The residue was dissolved in methanol (20 mL) and potassium carbonate (0.32 g, 0.002 mol) was added to the solu... Reaction conditions: time 1 hour. Solvent: C(C)(=O)OC(C)=O (acetic anhydride), C(C)(=O)OCC (ethyl acetate), C(Cl)(Cl)Cl (chloroform). Reactants: C1(=CC=CC=C1)C1=CC=[N+](C=C1)[O-] (4-phenylpyridine-1-oxide), C([O-])([O-])=O.[K+].[K+] (potassium carbonate). RXN SMILES: [C:1]1([C:7]2[CH:12]=[CH:11][N+:10]([O-])=[CH:9][CH:8]=2)[CH:6]=[CH:5][CH:4]=[CH:3][CH:2]=1.C(=O)([O-])[O-:15].[K+].[K+]>C(OC(=O)C)(=O)C.C(OCC)(=O)C.C(Cl)(Cl)Cl>[C:1]1([C:7]2[CH:12]=[CH:11][N:10]=[C:9]([OH:15])[CH:8]=2)[CH:6]=[CH:5][CH:4]=[CH:3][CH:2]=1 |f:1.2.3|. Product: C1(=CC=CC=C1)C1=CC(=NC=C1)O (4-Phenylpyridin-2-ol). Reactants: C1(=CC=CC=C1)C=1OC2=C(C1)C=C(C=C2)OCC(N)=O (2-phenyl-5-carbamylmethoxy-benzofuran), phenylbenzofurans, C(C)(=O)O (acetic acid). Yields the product C(C)(=O)OC(C(C1=CC=CC=C1)=O)C1=CC(=CC=C1)OCC(N)=O ((±)-O-acetyl-3'-carbamylmethoxybenzoin). Reaction SMILES: [C:1]1([C:7]2[O:8][C:9]3[CH:15]=[CH:14][C:13]([O:16][CH2:17][C:18](=[O:20])[NH2:19])=[CH:12][C:10]=3[CH:11]=2)[CH:6]=[CH:5][CH:4]=[CH:3][CH:2]=1.[C:21]([OH:24])(=[O:23])[CH3:22]>>[C:21]([O:24][CH:11]([C:10]1[CH:9]=[CH:15][CH:14]=[C:13]([O:16][CH2:17][C:18](=[O:20])[NH2:19])[CH:12]=1)[C:7](=[O:8])[C:1]1[CH:6]=[CH:5][CH:4]=[CH:3][CH:2]=1)(=[O:23])[CH3:22]. Reported procedure: Irradiation of 7 resulted in a clean conversion to the phenylbenzofurans 8 and 9. Steady-state photolysis spectra of 7 show two isosbestic points throughout the course of the photolysis (FIG. 3). The two isomeric photoproducts 8 and 9 were produced in a 98% yield at a ratio of 3:1 as determined by GCMS and NMR of the isolated phenylbenzofurans, along with an equivalent of acetic acid. Reactants: N[C@H](C[C@@H]([C@H](CC1=CC=CC=C1)N(CC1=CC=CC=C1)CC1=CC=CC=C1)O)CC1=CC=C(C=C1)C1=NC=CC=C1 ((2S,3S,5S)-5-amino-2-(dibenzylamino)-1-phenyl-6-(4-pyridin-2-ylphenyl)hexan-3-ol). Run in CO (methanol). Run at temperature 60 celsius, time 12 hour. Product: N[C@@H](CC1=CC=CC=C1)[C@H](C[C@H](CC1=CC=C(C=C1)C1=NC=CC=C1)N)O ((2S,3S,5S)-2,5-diamino-1-phenyl-6-(4-pyridin-2-ylphenyl)hexan-3-ol). Yield: 130.1%. RXN SMILES: [NH2:1][C@@H:2]([CH2:29][C:30]1[CH:35]=[CH:34][C:33]([C:36]2[CH:41]=[CH:40][CH:39]=[CH:38][N:37]=2)=[CH:32][CH:31]=1)[CH2:3][C@H:4]([OH:28])[C@@H:5]([N:13](CC1C=CC=CC=1)CC1C=CC=CC=1)[CH2:6][C:7]1[CH:12]=[CH:11][CH:10]=[CH:9][CH:8]=1>CO>[NH2:13][C@H:5]([C@@H:4]([OH:28])[CH2:3][C@@H:2]([NH2:1])[CH2:29][C:30]1[CH:31]=[CH:32][C:33]([C:36]2[CH:41]=[CH:40][CH:39]=[CH:38][N:37]=2)=[CH:34][CH:35]=1)[CH2:6][C:7]1[CH:12]=[CH:11][CH:10]=[CH:9][CH:8]=1. Reported procedure: A solution of the product of Example 2-2 (3.8 g) in methanol (65 mL) in a three-necked round bottom flask equipped with a condenser was flushed with nitrogen, treated with water (5 mL), ammonium formate (2.5 g) and Pd/C (1.0 g), and stirred under nitrogen at 60° C. for 12 hours. The reaction mixture was cooled, filtered, and concentrated. A solution of the residue in dichloromethane (100 mL) was washed with saturated aqueous NaHCO3 (3×50 mL). The isolated dichlormethane layer was concentrated to... The reactants are CC(=O)OC1CC2=CC=C3C4CCC(C(C)C=O)C4(C)CCC3C2(C)C(OC(C)=O)C1, COC(=O)OC1CC2=CC=C3C4CCC(C(C)C=O)C4(C)CCC3C2(C)C(OC(=O)OC)C1. The product is CC(=O)OC1CC2=CC=C3C4CCC(C(C)CO)C4(C)CCC3C2(C)C(OC(C)=O)C1. Reaction SMILES: [C:1]([CH3:2])(=[O:3])[O:4][CH:5]1[CH2:6][CH:7]([O:28][C:29]([CH3:30])=[O:31])[CH2:8][C:9]2=[CH:10][CH:11]=[C:12]3[CH:13]4[CH2:14][CH2:15][CH:16]([CH:17]([CH3:18])[CH:19]=[O:20])[C:21]4([CH3:27])[CH2:22][CH2:23][CH:24]3[C:25]12[CH3:26].[CH3:32][O:33][C:34]([O:35][CH:36]1[C:37]2([CH3:38])[C:39](=[CH:40][CH:41]=[C:42]3[CH:43]2[CH2:44][CH2:45][C:46]2([CH3:47])[CH:48]3[CH2:49][CH2:50][CH:51]2[CH:52]([CH:53]=[O:54])[CH3:55])[CH2:56][CH:57]([O:58][C:59]([O:60][CH3:61])=[O:62])[CH2:63]1)=[O:64]>>[C:1]([CH3:2])(=[O:3])[O:4][CH:5]1[CH2:6][CH:7]([O:28][C:29]([CH3:30])=[O:31])[CH2:8][C:9]2=[CH:10][CH:11]=[C:12]3[CH:13]4[CH2:14][CH2:15][CH:16]([CH:17]([CH3:18])[CH2:19][OH:20])[C:21]4([CH3:27])[CH2:22][CH2:23][CH:24]3[C:25]12[CH3:26].